From a dataset of the Open Reaction Database (ORD), a public repository of structured organic reaction records. describe an organic reaction: reactants, conditions, products, and yield Starting materials: CN(C(=O)C1=CC=C(C=C1)N1C(=C(C=C1C)/C=C/C(=O)O)C)C ((E)-3-[1-(4-Dimethylcarbamoylphenyl)-2,5-dimethyl-1H-pyrrol-3-yl]-2-propenoic acid), CNO (N-methylhydroxylamine). Yields the product CN(C(=O)C1=CC=C(C=C1)N1C(=C(C=C1C)/C=C/C(=O)N(C)O)C)C ((E)-3-[1-(4-dimethylcarbamoylphenyl)-2,5-dimethyl-1H-pyrrol-3-yl]-N-hydroxy-N-methyl-2-propenamide). Reaction SMILES: [CH3:1][N:2]([CH3:23])[C:3]([C:5]1[CH:10]=[CH:9][C:8]([N:11]2[C:15]([CH3:16])=[CH:14][C:13](/[CH:17]=[CH:18]/[C:19](O)=[O:20])=[C:12]2[CH3:22])=[CH:7][CH:6]=1)=[O:4].[CH3:24][NH:25][OH:26]>>[CH3:1][N:2]([CH3:23])[C:3]([C:5]1[CH:10]=[CH:9][C:8]([N:11]2[C:15]([CH3:16])=[CH:14][C:13](/[CH:17]=[CH:18]/[C:19]([N:25]([OH:26])[CH3:24])=[O:20])=[C:12]2[CH3:22])=[CH:7][CH:6]=1)=[O:4]. Procedure: (E)-3-[1-(4-Dimethylcarbamoylphenyl)-2,5-dimethyl-1H-pyrrol-3-yl]-2-propenoic acid is condensed with N-methylhydroxylamine as described in example 1(a) to yield (E)-3-[1-(4-dimethylcarbamoylphenyl)-2,5-dimethyl-1H-pyrrol-3-yl]-N-hydroxy-N-methyl-2-propenamide, m.p. 172°-174°.